Dataset: the Open Reaction Database (ORD), a public repository of structured organic reaction records. Task: describe an organic reaction: reactants, conditions, products, and yield Reactants: C(#N)C=1C=C(C=O)C=CC1F (3-cyano-4-fluorobenzaldehyde), S(O)(O)(=O)=O (sulfuric acid). The reagents and catalysts are [O-2].[Cr+3].[O-2].[O-2].[Cr+3] (Chromium oxide). Run in CC(=O)C (acetone), O (water). Run at time 6 hour. The product is C(#N)C=1C=C(C(=O)O)C=CC1F (3-Cyano-4-fluorobenzoic acid). Reaction SMILES: [C:1]([C:3]1[CH:4]=[C:5]([CH:8]=[CH:9][C:10]=1[F:11])[CH:6]=[O:7])#[N:2].S(=O)(=O)(O)[OH:13]>O.CC(C)=O.[O-2].[Cr+3].[O-2].[O-2].[Cr+3]>[C:1]([C:3]1[CH:4]=[C:5]([CH:8]=[CH:9][C:10]=1[F:11])[C:6]([OH:13])=[O:7])#[N:2] |f:4.5.6.7.8|. Procedure details: Chromium oxide (14.77 mmol; 1.48 g) was dissolved in a solution of sulfuric acid (1.1 mL) and water (3.4 mL) at 0° C. To this solution was added to a mixture of 3-cyano-4-fluorobenzaldehyde (13.4 mmol; 2.0 g) in acetone (17 mL) at 0° C. The reaction mixture was warmed to rt and stirred for 6 h. The reaction was then quenched with methanol (20 mL) and water (50 mL) and the product was extracted with EtOAc (2×50 mL). The combined organics were washed with brine (50 mL), dried over magnesium sulfat... Starting materials: Cc1ccccc1NC(=O)Nc1ccc(CNC(=O)OC(C)(C)C)cc1, ClCCl. The product is Cc1ccccc1NC(=O)Nc1ccc(CN)cc1. Reaction SMILES: [CH3:1][c:2]1[c:3]([NH:8][C:9](=[O:10])[NH:11][c:12]2[cH:13][cH:14][c:15]([CH2:16][NH:17][C:18](=[O:19])[O:20][C:21]([CH3:22])([CH3:23])[CH3:24])[cH:25][cH:26]2)[cH:4][cH:5][cH:6][cH:7]1.[Cl:27][CH2:28][Cl:29]>>[CH3:1][c:2]1[c:3]([NH:8][C:9](=[O:10])[NH:11][c:12]2[cH:13][cH:14][c:15]([CH2:16][NH2:17])[cH:25][cH:26]2)[cH:4][cH:5][cH:6][cH:7]1.